This data is from the Open Reaction Database (ORD), a public repository of structured organic reaction records. The task is: describe an organic reaction: reactants, conditions, products, and yield The reactants are ice water, BrC1=CC=2N(C=C1)C(=CN2)C(=O)OC (methyl 7-bromoimidazo[1,2-a]pyridine-3-carboxylate), crude product, C(C)C1=NN(C=2C=CC=C(C12)N)CC1=NN(C=C1)CC (3-ethyl-1-((1-ethyl-1H-pyrazol-3-yl)methyl)-1H-indazol-4-amine), C[Si](C)(C)[N-][Si](C)(C)C.[Li+] (lithium bis(trimethylsilyl)amide). Solvent: C1CCOC1 (THF), CO.C(Cl)Cl (MeOH DCM), C1CCOC1 (THF). Reaction conditions: time 10 minute. The product is BrC1=CC=2N(C=C1)C(=CN2)C(=O)NC2=C1C(=NN(C1=CC=C2)CC2=NN(C=C2)CC)CC (7-bromo-N-(3-ethyl-1-((1-ethyl-1H-pyrazol-3-yl)methyl)-1H-indazol-4-yl)imidazo[1,2-a]pyridine-3-carboxamide). Isolated yield 80.9%. RXN SMILES: [CH2:1]([C:3]1[C:11]2[C:10]([NH2:12])=[CH:9][CH:8]=[CH:7][C:6]=2[N:5]([CH2:13][C:14]2[CH:18]=[CH:17][N:16]([CH2:19][CH3:20])[N:15]=2)[N:4]=1)[CH3:2].C[Si]([N-][Si](C)(C)C)(C)C.[Li+].[Br:31][C:32]1[CH:37]=[CH:36][N:35]2[C:38]([C:41](OC)=[O:42])=[CH:39][N:40]=[C:34]2[CH:33]=1>C1COCC1.CO.C(Cl)Cl>[Br:31][C:32]1[CH:37]=[CH:36][N:35]2[C:38]([C:41]([NH:12][C:10]3[CH:9]=[CH:8][CH:7]=[C:6]4[C:11]=3[C:3]([CH2:1][CH3:2])=[N:4][N:5]4[CH2:13][C:14]3[CH:18]=[CH:17][N:16]([CH2:19][CH3:20])[N:15]=3)=[O:42])=[CH:39][N:40]=[C:34]2[CH:33]=1 |f:1.2,5.6|. Procedure: To a solution 3-ethyl-1-((1-ethyl-1H-pyrazol-3-yl)methyl)-1H-indazol-4-amine (328 mg, 1.22 mmol) in anhydrous THF (3 mL) was added under a nitrogen atmosphere at ambient temperature lithium bis(trimethylsilyl)amide (1.0 M in THF, 1.15 mL). The resulting mixture was stirred at ambient temperature for 10 minutes, then added dropwise to a chilled (ice-water bath) solution of methyl 7-bromoimidazo[1,2-a]pyridine-3-carboxylate (140 mg, 0.55 mmol) in anhydrous THF (3 mL). The cold bath was removed, an... The reactants are O=C1N(C(N(C(N1C)=O)C)C1=C(C=CC2=CC=CC=C12)O)C (2,4-dioxo-hexahydro-1,3,5-trimethyl-6-(2-hydroxy-naphthyl)-s-triazine), [OH-].[Na+] (sodium hydroxide). The solvent is O (water). Yields the product OC1=C(C2=CC=CC=C2C=C1)C=O (2-hydroxy-naphthaldehyde). RXN SMILES: O=C1N(C)C(=O)N(C)[CH:4]([C:11]2[C:20]3[C:15](=[CH:16][CH:17]=[CH:18][CH:19]=3)[CH:14]=[CH:13][C:12]=2[OH:21])N1C.[OH-:23].[Na+]>O>[OH:21][C:12]1[CH:13]=[CH:14][C:15]2[C:20](=[CH:19][CH:18]=[CH:17][CH:16]=2)[C:11]=1[CH:4]=[O:23] |f:1.2|. Procedure: 29.7 g (0.1 mol) of 2,4-dioxo-hexahydro-1,3,5-trimethyl-6-(2-hydroxy-naphthyl)-s-triazine and 20 g (0.5 mol) of sodium hydroxide in 50 ml of water are stirred for 8 hours at 95° C. The solution is then acidified and 2-hydroxy-naphthaldehyde of melting point 82° C is obtained. Reactants: COC(=O)C1CCCN1CC(=O)NCC1=NN=C(N)C1=NNc1cccc(F)c1, CCO, [K+], [OH-]. Product: NC1=NN=C(CNC(=O)CN2CCCC2C(=O)O)C1=NNc1cccc(F)c1. Reaction SMILES: [CH3:1][O:2][C:3](=[O:4])[CH:5]1[N:6]([CH2:10][C:11]([NH:12][CH2:13][C:14]2=[N:15][N:16]=[C:17]([NH2:28])[C:18]2=[N:19][NH:20][c:21]2[cH:22][c:23]([F:27])[cH:24][cH:25][cH:26]2)=[O:29])[CH2:7][CH2:8][CH2:9]1.[CH3:32][CH2:33][OH:34].[K+:31].[OH-:30]>>[O:2]=[C:3]([OH:4])[CH:5]1[N:6]([CH2:10][C:11]([NH:12][CH2:13][C:14]2=[N:15][N:16]=[C:17]([NH2:28])[C:18]2=[N:19][NH:20][c:21]2[cH:22][c:23]([F:27])[cH:24][cH:25][cH:26]2)=[O:29])[CH2:7][CH2:8][CH2:9]1. The reactants are COC1=C(C(=CC(=C1OC)OC)C(=O)OC)C1=C(C2=C(C=C1C(=O)OC)OCO2)OC (dimethyl 2,2',3,4-tetramethoxy-3',4'-methylenedioxy-1,1'-biphenyl-6,6'-dicarboxylate), aqueous solution, [OH-].[Na+] (sodium hydroxide). The solvent is CO (methanol). The product is COC1=C(C(=CC(=C1OC)OC)C(=O)O)C1=C(C2=C(C=C1C(=O)O)OCO2)OC (2,2',3,4-tetramethoxy-3',4'-methylenedioxy-1,1'-biphenyl-6,6'-dicarboxylic acid). Isolated yield 79.4%. As a reaction SMILES: [CH3:1][O:2][C:3]1[C:8]([O:9][CH3:10])=[C:7]([O:11][CH3:12])[CH:6]=[C:5]([C:13]([O:15]C)=[O:14])[C:4]=1[C:17]1[C:22]([C:23]([O:25]C)=[O:24])=[CH:21][C:20]2[O:27][CH2:28][O:29][C:19]=2[C:18]=1[O:30][CH3:31].[OH-].[Na+]>CO>[CH3:1][O:2][C:3]1[C:8]([O:9][CH3:10])=[C:7]([O:11][CH3:12])[CH:6]=[C:5]([C:13]([OH:15])=[O:14])[C:4]=1[C:17]1[C:22]([C:23]([OH:25])=[O:24])=[CH:21][C:20]2[O:27][CH2:28][O:29][C:19]=2[C:18]=1[O:30][CH3:31] |f:1.2|. Reported procedure: In 20 ml of methanol was dissolved 1.75 g of dimethyl 2,2',3,4-tetramethoxy-3',4'-methylenedioxy-1,1'-biphenyl-6,6'-dicarboxylate obtained in Example 2, and 10 ml of a 10% aqueous solution of sodium hydroxide was added to the solution and the mixture was heated and refluxed for 16 hours. After termination of the reaction, the reaction mixture was cooled and the precipitated crystals were recovered by filtration and recrystallized from methanol to obtain 1.3 g of 2,2',3,4-tetramethoxy-3',4'-methy... The product is N(C(=N)N)C=1SC(=C(N1)C)C(=O)N1C[C@@H](CC1)COCC(=O)O ((R)-[1-(2-guanidino-4-methyl-thiazole-5-carbonyl)-pyrrolidin-3-ylmethoxy]-acetic acid). As a reaction SMILES: [NH:1]([C:5]1[S:6][C:7]([C:11]([N:13]2[CH2:17][CH2:16][C@@H:15]([CH2:18][O:19][CH2:20][C:21]([O:23]C(C)(C)C)=[O:22])[CH2:14]2)=[O:12])=[C:8]([CH3:10])[N:9]=1)[C:2]([NH2:4])=[NH:3].FC(F)(F)C([O-])=O.N>O>[NH:1]([C:5]1[S:6][C:7]([C:11]([N:13]2[CH2:17][CH2:16][C@@H:15]([CH2:18][O:19][CH2:20][C:21]([OH:23])=[O:22])[CH2:14]2)=[O:12])=[C:8]([CH3:10])[N:9]=1)[C:2]([NH2:4])=[NH:3]. Reported procedure: 140 mg of tert.-butyl (R)-[1-(2-guanidino-4-methyl-thiazole-5-carbonyl)-pyrrolidin-3-ylmethoxy]-acetate are reacted as in Example 6. The crude trifluoroacetate is dissolved in water, neutralized with dilute NH3, purified on Kieselgel 100 C18 -reverse phase and lyophilized from water. There are obtained 99 mg of (R)-[1-(2-guanidino-4-methyl-thiazole-5-carbonyl)-pyrrolidin-3-ylmethoxy]-acetic acid, m.p. 136° C. (sintering), [α]D =+14.2°, (H2O, c=0.5), MS: 342 (M+H)+. Run in O (water). Isolated yield 82.3%. Reactants: N(C(=N)N)C=1SC(=C(N1)C)C(=O)N1C[C@@H](CC1)COCC(=O)OC(C)(C)C (tert.-butyl (R)-[1-(2-guanidino-4-methyl-thiazole-5-carbonyl)-pyrrolidin-3-ylmethoxy]-acetate), FC(C(=O)[O-])(F)F (trifluoroacetate), N (NH3).